From a dataset of the Open Reaction Database (ORD), a public repository of structured organic reaction records. describe an organic reaction: reactants, conditions, products, and yield The reactants are BrC=1C=C2C=CNC2=C(C1)C(=O)OCC (Ethyl 5-bromo-1H-indole-7-carboxylate), C(C)[SiH](CC)CC (triethylsilane), CC1SC(CC(C1)=O)C (2,6-Dimethyltetrahydro-4H-thiopyran-4-one), [Si](C)(C)(C)OS(=O)(=O)C(F)(F)F (TMS-OTf). The solvent is C(Cl)Cl (DCM), ClCCl (dichloromethane). Conditions: temperature 0 celsius. Yields the product BrC=1C=C2C(=CNC2=C(C1)C(=O)OCC)C1CC(SC(C1)C)C (Ethyl 5-bromo-3-(2,6-dimethyltetrahydro-2H-thiopyran-4-yl)-1H-indole-7-carboxylate). Isolated yield 26.3%. As a reaction SMILES: [CH3:1][CH:2]1[CH2:7][C:6](=O)[CH2:5][CH:4]([CH3:9])[S:3]1.[Si](OS(C(F)(F)F)(=O)=O)(C)(C)C.[Br:22][C:23]1[CH:24]=[C:25]2[C:29](=[C:30]([C:32]([O:34][CH2:35][CH3:36])=[O:33])[CH:31]=1)[NH:28][CH:27]=[CH:26]2.C([SiH](CC)CC)C>ClCCl>[Br:22][C:23]1[CH:24]=[C:25]2[C:29](=[C:30]([C:32]([O:34][CH2:35][CH3:36])=[O:33])[CH:31]=1)[NH:28][CH:27]=[C:26]2[CH:6]1[CH2:7][CH:2]([CH3:1])[S:3][CH:4]([CH3:9])[CH2:5]1. Procedure details: 2,6-Dimethyltetrahydro-4H-thiopyran-4-one (0.293 g, 2.03 mmol) was dissolved in dichloromethane (35 mL) in an oven dried flask containing 3 Å molecular sieves and stirred under argon at 0° C. TMS-OTf (0.451 g, 2.0 mmol, 0.36 mL) was added slowly to the mixture over 10 min. Ethyl 5-bromo-1H-indole-7-carboxylate (0.293 g, 2.031 mmol) was dissolved in DCM (10 mL) and added to the reaction via syringe pump over 2 hours, after which it was stirred for 3 hours between 0 and 10° C. The reaction was coo... Reactants: CC[S-], COc1ccc2cnc(NC3CCC(O)CC3)nc2c1, [Na+], CN(C)C=O. The product is Oc1ccc2cnc(NC3CCC(O)CC3)nc2c1. As a reaction SMILES: [CH2:21]([S-:22])[CH3:23].[CH3:1][O:2][c:3]1[cH:4][cH:5][c:6]2[cH:7][n:8][c:9]([NH:13][CH:14]3[CH2:15][CH2:16][CH:17]([OH:20])[CH2:18][CH2:19]3)[n:10][c:11]2[cH:12]1.[Na+:24].[O:25]=[CH:26][N:27]([CH3:28])[CH3:29]>>[OH:2][c:3]1[cH:4][cH:5][c:6]2[cH:7][n:8][c:9]([NH:13][CH:14]3[CH2:15][CH2:16][CH:17]([OH:20])[CH2:18][CH2:19]3)[n:10][c:11]2[cH:12]1.